describe an organic reaction: reactants, conditions, products, and yield From a dataset of the Open Reaction Database (ORD), a public repository of structured organic reaction records. Starting materials: CN1N=NC(=C1)C (1,4-dimethyl-1,2,3-triazole), [Li]CCCC (BuLi), [NH4+].[Cl-] (NH4Cl), C(CCC)[Sn](CCCC)(CCCC)Cl (tributyltinchloride). Run in C1CCOC1 (THF), C1CCOC1 (THF), O (water). Conditions: temperature -70 celsius, time 1 hour. The product is CN1N=NC(=C1[Sn](CCCC)(CCCC)CCCC)C (1,4-dimethyl-5-(tributylstannanyl)-1H-1,2,3-triazole). Yield: 76.3%. RXN SMILES: [CH3:1][N:2]1[CH:6]=[C:5]([CH3:7])[N:4]=[N:3]1.[Li]CCCC.[CH2:13]([Sn:17](Cl)([CH2:22][CH2:23][CH2:24][CH3:25])[CH2:18][CH2:19][CH2:20][CH3:21])[CH2:14][CH2:15][CH3:16].[NH4+].[Cl-]>C1COCC1.O>[CH3:1][N:2]1[C:6]([Sn:17]([CH2:18][CH2:19][CH2:20][CH3:21])([CH2:22][CH2:23][CH2:24][CH3:25])[CH2:13][CH2:14][CH2:15][CH3:16])=[C:5]([CH3:7])[N:4]=[N:3]1 |f:3.4|. Procedure: A solution of 1,4-dimethyl-1,2,3-triazole (0.56 g, 5.77 mmol) in THF (5 mL) was added dropwise to a solution of BuLi (2.77 ml, 6.92 mmol, 2.5 M in hexane) in 30 mL of THF at −78° C. under N2. The resulting cloudy mixture was stirred at −70° C. for 1 h. Then tributyltinchloride (1.711 ml, 6.34 mmol) was added. The reaction mixture became clear and was stirred at this temperature for 30 min, and gradually warmed to rt. To the reaction mixture was added 10 ml of NH4Cl and 10 ml of water. The reacti... The reactants are C12(CC3CC(CC(C1)C3)C2)C2=C(C=C(C(=O)OC)C=C2)O (methyl 4-(1-admantyl)-3-hydroxybenzoate), C12(CC3CC(CC(C1)C3)C2)C=2C=C(C=O)C=CC2O (3-(1-admantyl)-4-hydroxybenzaldehyde). The product is C12(CC3CC(CC(C1)C3)C2)C2=C(C=C(C(=O)OC)C=C2)OC(C)C (Methyl 4-(1-admantyl)-3-isopropoxybenzoate). Isolated yield 75.4%. RXN SMILES: [C:1]12([C:11]3[CH:20]=[CH:19][C:14]([C:15]([O:17][CH3:18])=[O:16])=[CH:13][C:12]=3[OH:21])[CH2:10][CH:5]3[CH2:6][CH:7]([CH2:9][CH:3]([CH2:4]3)[CH2:2]1)[CH2:8]2.[C:22]12(C3C=C(C=CC=3O)C=O)CC3CC(CC(C3)[CH2:23]1)[CH2:29]2>>[C:1]12([C:11]3[CH:20]=[CH:19][C:14]([C:15]([O:17][CH3:18])=[O:16])=[CH:13][C:12]=3[O:21][CH:22]([CH3:29])[CH3:23])[CH2:10][CH:5]3[CH2:4][CH:3]([CH2:9][CH:7]([CH2:6]3)[CH2:8]1)[CH2:2]2. Procedure: When methyl 4-(1-admantyl)-3-hydroxybenzoate was substituted for 3-(1-admantyl)-4-hydroxybenzaldehyde in Example 60, Step A, the identical process afforded the title compound (0.95 g, 75.4%) as a colourless solid. 1H-NMR (CDCl3) 1.39 (d, 6H, J=6 Hz); 1.75 (5, 6H); 2.05 (s, 3H); 2.11 (s, 6H); 3.87 (s, 3H); 4.69-4.71 (m, 1H); 7.24 (d, 1H, J=8.1 Hz); 7.47 (b, 1H); 7.51 (dd, 1H, J=1.55, 8.09 Hz). Starting materials: Cc1ccccc1, [Na+], N#CCN1CCC(=O)CC1, OCCO, O=C([O-])O, Cc1ccc(S(=O)(=O)O)cc1. Product: N#CCN1CCC2(CC1)OCCO2. RXN SMILES: [CH3:31][c:32]1[cH:33][cH:34][cH:35][cH:36][cH:37]1.[Na+:26].[O:1]=[C:2]1[CH2:3][CH2:4][N:5]([CH2:8][C:9]#[N:10])[CH2:6][CH2:7]1.[OH:11][CH2:12][CH2:13][OH:14].[OH:27][C:28](=[O:29])[O-:30].[c:15]1([CH3:16])[cH:17][cH:18][c:19]([S:20]([OH:21])(=[O:22])=[O:23])[cH:24][cH:25]1>>[O:1]1[C:2]2([CH2:3][CH2:4][N:5]([CH2:8][C:9]#[N:10])[CH2:6][CH2:7]2)[O:11][CH2:12][CH2:13]1. Starting materials: CN(C)c1ccncc1, O=C(c1ccccc1)c1cc(Cl)ccc1O, COc1cc2nccc(Cl)c2cc1OC, Clc1ccccc1Cl. The product is COc1cc2nccc(Oc3ccc(Cl)cc3C(=O)c3ccccc3)c2cc1OC. Reaction SMILES: [CH3:32][N:33]([CH3:34])[c:35]1[cH:36][cH:37][n:38][cH:39][cH:40]1.[Cl:16][c:17]1[cH:18][cH:19][c:20]([OH:31])[c:21]([C:22](=[O:23])[c:24]2[cH:25][cH:26][cH:27][cH:28][cH:29]2)[cH:30]1.[Cl:1][c:2]1[cH:3][cH:4][n:5][c:6]2[cH:7][c:8]([O:14][CH3:15])[c:9]([O:12][CH3:13])[cH:10][c:11]12.[Cl:41][c:42]1[cH:43][cH:44][cH:45][cH:46][c:47]1[Cl:48]>>[c:2]1([O:31][c:20]2[cH:19][cH:18][c:17]([Cl:16])[cH:30][c:21]2[C:22](=[O:23])[c:24]2[cH:25][cH:26][cH:27][cH:28][cH:29]2)[cH:3][cH:4][n:5][c:6]2[cH:7][c:8]([O:14][CH3:15])[c:9]([O:12][CH3:13])[cH:10][c:11]12. Starting materials: IC=1C=C(C(=O)OCC)C=CC1 (ethyl 3-iodobenzoate), C1=CCCC1 (cyclopentene), C([O-])([O-])=O.[K+].[K+] (potassium carbonate). Reagents/catalysts: [N+](CCCC)(CCCC)(CCCC)CCCC.[Br-] (nBu4NBr). Solvent: C(C)O (ethanol). Conditions: temperature 80 celsius. Product: C1(=CCCC1)C=1C=C(C(=O)OCC)C=CC1 (Ethyl 3-cyclopenten-1-ylbenzoate). RXN SMILES: I[C:2]1[CH:3]=[C:4]([CH:10]=[CH:11][CH:12]=1)[C:5]([O:7][CH2:8][CH3:9])=[O:6].[CH:13]1[CH2:17][CH2:16][CH2:15][CH:14]=1.C(=O)([O-])[O-].[K+].[K+]>[N+](CCCC)(CCCC)(CCCC)CCCC.[Br-].C(O)C>[C:13]1([C:2]2[CH:3]=[C:4]([CH:10]=[CH:11][CH:12]=2)[C:5]([O:7][CH2:8][CH3:9])=[O:6])[CH2:17][CH2:16][CH2:15][CH:14]=1 |f:2.3.4,5.6|. Procedure details: The following are successively introduced into a round-bottomed flask: 7 g of ethyl 3-iodobenzoate (25 mmol), 11.2 ml of cyclopentene (127 mmol), 21 ml of ethanol, 1.16 g of Pd2 dba3 complex (1.27 mmol), 8.8 g of potassium carbonate (63 mmol) and 8.17 g of nBu4NBr (25 mmol). The medium is heated at 80° C. for 16 hours and then the black mixture is filtered on celite. The precipitate is washed with ethyl acetate. The filtrate is washed with water and then with a saturated aqueous sodium chloride ... The reactants are CNC(CO)Cc1ccccc1, CCN(C(C)C)C(C)C, Cn1cc(C(=O)NCc2ccc(Cl)cc2)c(=O)c2sc(CCl)cc21, CN(C)C=O, O. Yields the product CN(Cc1cc2c(s1)c(=O)c(C(=O)NCc1ccc(Cl)cc1)cn2C)C(CO)Cc1ccccc1. RXN SMILES: [CH3:25][NH:26][CH:27]([CH2:28][OH:29])[CH2:30][c:31]1[cH:32][cH:33][cH:34][cH:35][cH:36]1.[CH:37]([N:38]([CH:39]([CH3:40])[CH3:41])[CH2:42][CH3:43])([CH3:44])[CH3:45].[Cl:1][c:2]1[cH:3][cH:4][c:5]([CH2:6][NH:7][C:8](=[O:9])[c:10]2[c:11](=[O:22])[c:12]3[c:13]([n:14]([CH3:16])[cH:15]2)[cH:17][c:18]([CH2:20][Cl:21])[s:19]3)[cH:23][cH:24]1.[O:46]=[CH:47][N:48]([CH3:49])[CH3:50].[OH2:51]>>[Cl:1][c:2]1[cH:3][cH:4][c:5]([CH2:6][NH:7][C:8](=[O:9])[c:10]2[c:11](=[O:22])[c:12]3[c:13]([n:14]([CH3:16])[cH:15]2)[cH:17][c:18]([CH2:20][N:26]([CH3:25])[CH:27]([CH2:28][OH:29])[CH2:30][c:31]2[cH:32][cH:33][cH:34][cH:35][cH:36]2)[s:19]3)[cH:23][cH:24]1. The reactants are C(=O)(O)C1=CC=C(C=O)C=C1 (4-carboxybenzaldehyde), CN(C)C=O (DMF), C(C(=O)Cl)(=O)Cl (oxalyl chloride). Solvent: C(Cl)(Cl)Cl (CHCl3), C(Cl)Cl (DCM). Conditions: temperature 50 celsius, time 3 hour. The product is C(=O)C1=CC=C(C(=O)Cl)C=C1 (4-Formyl-benzoyl chloride). Reaction SMILES: [C:1]([C:4]1[CH:11]=[CH:10][C:7]([CH:8]=[O:9])=[CH:6][CH:5]=1)(O)=[O:2].CN(C=O)C.C(Cl)(=O)C([Cl:20])=O>C(Cl)(Cl)Cl.C(Cl)Cl>[CH:8]([C:7]1[CH:10]=[CH:11][C:4]([C:1]([Cl:20])=[O:2])=[CH:5][CH:6]=1)=[O:9]. Procedure details: To a solution of 4-carboxybenzaldehyde (4.50 g, 30 mmol) in CHCl3 (6 mL) and DCM (5 mL), containing a catalytic amount of DMF, was added oxalyl chloride (7.7 mL, 90 mmol). The mixture was stirred at 50° C. for 3 hours. The reaction was concentrated in vacuo and the residue was dried.